Dataset: the Open Reaction Database (ORD), a public repository of structured organic reaction records. Task: describe an organic reaction: reactants, conditions, products, and yield The reactants are O=C1N(C(C2=CC=CC=C12)=O)OCC1=CC=C(C=C1)CCC=1N=C(SC1)NC(C)=O (N-{4-[2-(4-{[(1,3-Dioxo-1,3-dihydro-2H-isoindol-2-yl)oxy]methyl}phenyl)ethyl]-1,3-thiazol-2-yl}acetamide), CNN (methylhydrazine). The solvent is ClCCl (dichloromethane). Reaction conditions: time 1.5 hour. The product is NOCC1=CC=C(C=C1)CCC=1N=C(SC1)NC(C)=O (N-[4-(2-{4-[(aminooxy)methyl]phenyl}ethyl)-1,3-thiazol-2-yl]acetamide). The yield is 59.2%. Reaction SMILES: O=C1C2C(=CC=CC=2)C(=O)[N:3]1[O:12][CH2:13][C:14]1[CH:19]=[CH:18][C:17]([CH2:20][CH2:21][C:22]2[N:23]=[C:24]([NH:27][C:28](=[O:30])[CH3:29])[S:25][CH:26]=2)=[CH:16][CH:15]=1.CNN>ClCCl>[NH2:3][O:12][CH2:13][C:14]1[CH:19]=[CH:18][C:17]([CH2:20][CH2:21][C:22]2[N:23]=[C:24]([NH:27][C:28](=[O:30])[CH3:29])[S:25][CH:26]=2)=[CH:16][CH:15]=1. Reported procedure: N-{4-[2-(4-{[(1,3-Dioxo-1,3-dihydro-2H-isoindol-2-yl)oxy]methyl}phenyl)ethyl]-1,3-thiazol-2-yl}acetamide (200 mg), methylhydrazine (0.038 ml) and dichloromethane (4 ml) were combined under nitrogen atmosphere. The reaction mixture was stirred at room temperature for 1.5 hours, and filtered in vacuo. The filtrate was washed with saturated sodium hydrogen carbonate solution, water and saturated sodium chloride solution, dried over anhydrous magnesium sulfate, and concentrated in vacuo. The residua... Starting materials: FC(C1=CC=C(OC(C(=O)O)C2=CC(=CC=C2)C(F)(F)F)C=C1)(F)F ((4-Trifluoromethyl-phenoxy)-(3-trifluoromethyl-phenyl)-acetic acid), [OH-].[Na+] (NaOH). Solvent: CCOC(=O)C (EtOAc). The product is [Na+].FC(C1=CC=C(OC(C(=O)[O-])C2=CC(=CC=C2)C(F)(F)F)C=C1)(F)F ((4-trifluoromethyl-phenoxy)-(3-trifluoromethyl-phenyl)-acetic acid sodium salt). RXN SMILES: [F:1][C:2]([F:25])([F:24])[C:3]1[CH:23]=[CH:22][C:6]([O:7][CH:8]([C:12]2[CH:17]=[CH:16][CH:15]=[C:14]([C:18]([F:21])([F:20])[F:19])[CH:13]=2)[C:9]([OH:11])=[O:10])=[CH:5][CH:4]=1.[OH-].[Na+:27]>CCOC(C)=O>[Na+:27].[F:1][C:2]([F:24])([F:25])[C:3]1[CH:4]=[CH:5][C:6]([O:7][CH:8]([C:12]2[CH:17]=[CH:16][CH:15]=[C:14]([C:18]([F:19])([F:20])[F:21])[CH:13]=2)[C:9]([O-:11])=[O:10])=[CH:22][CH:23]=1 |f:1.2,4.5|. Reported procedure: A solution of the acid 39 in EtOAc was treated with 1 eq. of 1N NaOH, and the resultant product was recrystallized from EtOAc/hexanes to afford white solid Na salt 141. The reactants are C(CC)C1=NC2=C(N1CC1=CC=C(C=C1)C1=C(C=CC=C1)C#N)C=C(C=C2C)C=2N=CN(C2)CC2=CC=CC=C2 (4'-[(2-n-propyl-4-methyl-6-(1-benzyl-imidazol-4-yl)-benzimidazol-1-yl)-methyl]-2-cyano-biphenyl), [N-]=[N+]=[N-].[Na+] (sodium azide). The solvent is CN(C=O)C (dimethylformamide). The product is C(CC)C1=NC2=C(N1CC1=CC=C(C=C1)C1=C(C=CC=C1)C1=NN=NN1)C=C(C=C2C)C=2N=CN(C2)CC2=CC=CC=C2 (4'-[(2-n-Propyl-4-methyl-6-(1-benzyl-imidazol-4-yl)-benzimidazol-1-yl)-methyl]-2-(1H-tetrazol-5-yl)-biphenyl). Reaction SMILES: [CH2:1]([C:4]1[N:8]([CH2:9][C:10]2[CH:15]=[CH:14][C:13]([C:16]3[CH:21]=[CH:20][CH:19]=[CH:18][C:17]=3[C:22]#[N:23])=[CH:12][CH:11]=2)[C:7]2[CH:24]=[C:25]([C:29]3[N:30]=[CH:31][N:32]([CH2:34][C:35]4[CH:40]=[CH:39][CH:38]=[CH:37][CH:36]=4)[CH:33]=3)[CH:26]=[C:27]([CH3:28])[C:6]=2[N:5]=1)[CH2:2][CH3:3].[N-:41]=[N+:42]=[N-:43].[Na+]>CN(C)C=O>[CH2:1]([C:4]1[N:8]([CH2:9][C:10]2[CH:15]=[CH:14][C:13]([C:16]3[CH:21]=[CH:20][CH:19]=[CH:18][C:17]=3[C:22]3[NH:43][N:42]=[N:41][N:23]=3)=[CH:12][CH:11]=2)[C:7]2[CH:24]=[C:25]([C:29]3[N:30]=[CH:31][N:32]([CH2:34][C:35]4[CH:40]=[CH:39][CH:38]=[CH:37][CH:36]=4)[CH:33]=3)[CH:26]=[C:27]([CH3:28])[C:6]=2[N:5]=1)[CH2:2][CH3:3] |f:1.2|. Reported procedure: Prepared analogously to Example 10 from 4'-[(2-n-propyl-4-methyl-6-(1-benzyl-imidazol-4-yl)-benzimidazol-1-yl)-methyl]-2-cyano-biphenyl and sodium azide in dimethylformamide. The reactants are C1(=CC=C(C=C1)S(=O)(=O)Cl)C (para-toluenesulphonyl chloride), [N+](=O)([O-])C=1C(=C(C=CC1)N)N (3-nitro-ortho-phenylenediamine), O (water). The solvent is N1=CC=CC=C1 (pyridine). The product is NC1=C(NS(=O)(=O)C2=CC=C(C)C=C2)C=CC=C1[N+](=O)[O-] (2-amino-3-nitro-N-tosylaniline). Reaction SMILES: [N+:1]([C:4]1[C:5]([NH2:11])=[C:6]([NH2:10])[CH:7]=[CH:8][CH:9]=1)([O-:3])=[O:2].[C:12]1([CH3:22])[CH:17]=[CH:16][C:15]([S:18](Cl)(=[O:20])=[O:19])=[CH:14][CH:13]=1.O>N1C=CC=CC=1>[NH2:11][C:5]1[C:4]([N+:1]([O-:3])=[O:2])=[CH:9][CH:8]=[CH:7][C:6]=1[NH:10][S:18]([C:15]1[CH:16]=[CH:17][C:12]([CH3:22])=[CH:13][CH:14]=1)(=[O:20])=[O:19]. Procedure: 0.1 mol (15.3 g) of 3-nitro-ortho-phenylenediamine is dissolved in 50 ml of pyridine, and 0.11 mol (21 g) of para-toluenesulphonyl chloride is then added gradually, whilst stirring, at between 40° and 45° C. When the addition has ended, the stirring is maintained for 15 minutes and the reaction medium is then poured into 250 ml of iced water. The expected product precipitates. It is filtered off, washed with water and recrystallised from acetic acid. It melts at 195° C. The reactants are S(=O)(=O)(Cl)Cl (sulfuryl chloride), CSSC (dimethyl disulfide), FC1=CC=C(C(=C)C)C=C1 (4-fluoro-α-methylstyrene). Run in COCCOC (1,2-dimethoxyethane), COCCOC (1,2-dimethoxyethane). Reaction conditions: temperature -40 celsius, time 10 minute. Yields the product crude product, ClCC(SC)(C)C1=CC=C(C=C1)F (1-(2-chloro-1-methyl-1-methylsulfanyl-ethyl)-4-fluoro-benzene). RXN SMILES: S(Cl)([Cl:4])(=O)=O.CS[S:8][CH3:9].[F:10][C:11]1[CH:19]=[CH:18][C:14]([C:15]([CH3:17])=[CH2:16])=[CH:13][CH:12]=1>COCCOC>[Cl:4][CH2:16][C:15]([C:14]1[CH:18]=[CH:19][C:11]([F:10])=[CH:12][CH:13]=1)([CH3:17])[S:8][CH3:9]. Reported procedure: While cooling to −40° C., sulfuryl chloride (2.9 mL, 37 mmol) was added dropwise to a solution of dimethyl disulfide (3.3 mL, 37 mmol) in 1,2-dimethoxyethane (20 mL) under nitrogen atmosphere, and the mixture was stirred for 10 min. The obtained solution was added dropwise to a solution of 4-fluoro-α-methylstyrene (10 g, 73 mmol) in 1,2-dimethoxyethane (20 mL) while maintaining a temperature below −30° C. After stirring for 1 hour at room temperature, the solution was evaporated to give a crude ... Reported procedure: Following the procedure for the preparation of 5-(2,4-dichlorophenyl)-N-[(1R,2S)-2-ethoxy-2,3-dihydro-1H-inden-1-yl]-3,6-diethylpyrazin-2-amine but substituting (1S,2R)-1-{[5-(2,4-dichlorophenyl)-3,6-diethylpyrazin-2-yl]amino}-2,3-dihydro-1H-inden-2-ol and iodomethane and making non-critical variations provided the title compound as a colorless syrup. IR (liq.) 3447, 2972, 2934, 2907, 2877, 1589, 1565, 1552, 1498, 1471, 1391, 1375, 1196, 1177, 1093 cm−1; OAMS supporting ions at: ESI+ 442.0; MS (... Reaction SMILES: [Cl:1][C:2]1[CH:7]=[C:6]([Cl:8])[CH:5]=[CH:4][C:3]=1[C:9]1[N:10]=[C:11]([CH2:30][CH3:31])[C:12]([NH:17][C@@H:18]2[C:26]3[C:21](=[CH:22][CH:23]=[CH:24][CH:25]=3)[CH2:20][C@@H:19]2[O:27][CH2:28]C)=[N:13][C:14]=1[CH2:15][CH3:16].ClC1C=C(Cl)C=CC=1C1N=C(CC)C(N[C@H]2C3C(=CC=CC=3)C[C@H]2O)=NC=1CC.IC>>[Cl:1][C:2]1[CH:7]=[C:6]([Cl:8])[CH:5]=[CH:4][C:3]=1[C:9]1[N:10]=[C:11]([CH2:30][CH3:31])[C:12]([NH:17][C@H:18]2[C:26]3[C:21](=[CH:22][CH:23]=[CH:24][CH:25]=3)[CH2:20][C@H:19]2[O:27][CH3:28])=[N:13][C:14]=1[CH2:15][CH3:16]. The product is ClC1=C(C=CC(=C1)Cl)C=1N=C(C(=NC1CC)N[C@@H]1[C@@H](CC2=CC=CC=C12)OC)CC (5-(2,4-dichlorophenyl)-3,6-diethyl-N-[(1S,2R)-2-methoxy-2,3-dihydro-1H-inden-1-yl]pyrazin-2-amine). The reactants are ClC1=C(C=CC(=C1)Cl)C=1N=C(C(=NC1CC)N[C@H]1[C@H](CC2=CC=CC=C12)OCC)CC (5-(2,4-dichlorophenyl)-N-[(1R,2S)-2-ethoxy-2,3-dihydro-1H-inden-1-yl]-3,6-diethylpyrazin-2-amine), ClC1=C(C=CC(=C1)Cl)C=1N=C(C(=NC1CC)N[C@@H]1[C@@H](CC2=CC=CC=C12)O)CC ((1S,2R)-1-{[5-(2,4-dichlorophenyl)-3,6-diethylpyrazin-2-yl]amino}-2,3-dihydro-1H-inden-2-ol), IC (iodomethane).